From a dataset of the Open Reaction Database (ORD), a public repository of structured organic reaction records. describe an organic reaction: reactants, conditions, products, and yield Starting materials: CCCCn1c2nc[nH]c2c(=O)n2c(CCl)nnc12, CO, C[O-], [Na+], O. The product is CCCCn1c2nc[nH]c2c(=O)n2c(COC)nnc12. As a reaction SMILES: [CH2:1]([CH2:2][CH2:3][CH3:4])[n:5]1[c:6]2[n:7]([c:8](=[O:14])[c:9]3[nH:10][cH:11][n:12][c:13]13)[c:15]([CH2:18][Cl:19])[n:16][n:17]2.[CH3:20][OH:21].[CH3:22][O-:23].[Na+:24].[OH2:25]>>[CH2:1]([CH2:2][CH2:3][CH3:4])[n:5]1[c:6]2[n:7]([c:8](=[O:14])[c:9]3[nH:10][cH:11][n:12][c:13]13)[c:15]([CH2:18][O:21][CH3:20])[n:16][n:17]2. The product is Nc1cc(Oc2cccc3c2CCCC3)cc2nc(-c3ccco3)nn12. Reactants: Nc1cc(Br)cc2nc(-c3ccco3)nn12, CN1CCCC1=O, Oc1cccc2c1CCCC2. Reaction SMILES: [Br:1][c:2]1[cH:3][c:4]2[n:5]([c:6]([NH2:8])[cH:7]1)[n:9][c:10](-[c:12]1[o:13][cH:14][cH:15][cH:16]1)[n:11]2.[CH3:28][N:29]1[CH2:30][CH2:31][CH2:32][C:33]1=[O:34].[c:17]1([OH:27])[cH:18][cH:19][cH:20][c:21]2[c:26]1[CH2:25][CH2:24][CH2:23][CH2:22]2>>[c:2]1([O:27][c:17]2[cH:18][cH:19][cH:20][c:21]3[c:26]2[CH2:25][CH2:24][CH2:23][CH2:22]3)[cH:3][c:4]2[n:5]([c:6]([NH2:8])[cH:7]1)[n:9][c:10](-[c:12]1[o:13][cH:14][cH:15][cH:16]1)[n:11]2.